From a dataset of the Open Reaction Database (ORD), a public repository of structured organic reaction records. describe an organic reaction: reactants, conditions, products, and yield Starting materials: OC1C(N(C2=C(C(=N1)C1=CC=CC=C1)C=C(C=C2)Cl)CC)=O (3-hydroxy-1,3-dihydro-1-ethyl-7-chloro-5-phenyl-2H-1,4-benzodiazepin-2-one), C(C)N(CC)S(F)(F)F (diethylaminosulfur trifluoride), ice, O (water). Run in C(Cl)Cl (methylene chloride), C(Cl)Cl (methylene chloride). Product: FC1C(N(C2=C(C(=N1)C1=CC=CC=C1)C=C(C=C2)Cl)CC)=O (3-fluoro-1,3-dihydro-1-ethyl-7-chloro-5-phenyl-2H-1,4-benzodiazepin-2-one). Isolated yield 57.1%. As a reaction SMILES: O[CH:2]1[N:8]=[C:7]([C:9]2[CH:14]=[CH:13][CH:12]=[CH:11][CH:10]=2)[C:6]2[CH:15]=[C:16]([Cl:19])[CH:17]=[CH:18][C:5]=2[N:4]([CH2:20][CH3:21])[C:3]1=[O:22].C(N(S(F)(F)[F:29])CC)C.O>C(Cl)Cl>[F:29][CH:2]1[N:8]=[C:7]([C:9]2[CH:14]=[CH:13][CH:12]=[CH:11][CH:10]=2)[C:6]2[CH:15]=[C:16]([Cl:19])[CH:17]=[CH:18][C:5]=2[N:4]([CH2:20][CH3:21])[C:3]1=[O:22]. Reported procedure: A solution of 3.5 g (0.01 mol) of 3-hydroxy-1,3-dihydro-1-ethyl-7-chloro-5-phenyl-2H-1,4-benzodiazepin-2-one in 7 ml of anhydrous methylene chloride was added dropwise to a stirred solution of 3.53 ml (0.028 mol) of diethylaminosulfur trifluoride in 84 ml of anhydrous methylene chloride cooled to -70°. The reaction mixture was allowed to warm slowly to 5° and then poured into 150 ml of ice and water. The lower organic layer was separated, washed with water, dried over anhydrous magnesium sulfate... The reactants are N1CCCC1 (pyrrolidine), 5A, Br (hydrogen bromide), N1C(=CC=C1)C=O (pyrrole-2-carboxaldehyde), Br.N1CCCC1 (pyrrolidine hydrobromide). Run in C(Cl)(Cl)Cl (chloroform), C(Cl)(Cl)Cl (chloroform). Conditions: time 3 hour. The product is [Br-].N1C(=CC=C1)C=[N+]1CCCC1 (1-(pyrrol-2-ylmethylene)pyrrolidinium bromide). RXN SMILES: [BrH:1].[NH:2]1[CH2:6][CH2:5][CH2:4][CH2:3]1.[NH:7]1[CH:11]=[CH:10][CH:9]=[C:8]1[CH:12]=O.Br.N1CCCC1>C(Cl)(Cl)Cl>[Br-:1].[NH:7]1[CH:11]=[CH:10][CH:9]=[C:8]1[CH:12]=[N+:2]1[CH2:6][CH2:5][CH2:4][CH2:3]1 |f:3.4,6.7|. Procedure details: To a solution of 81.0 g (1.00 mole) of hydrogen bromide in 1000 ml of absolute chloroform is added dropwise with cooling and stirring a solution of 80.0 g (1.12 mole) of pyrrolidine in 100 ml of absolute chloroform. Then 95.1 g (1.00 mole) of pyrrole-2-carboxaldehyde is added to the above pyrrolidine hydrobromide solution along with 1 pound of Linde Molecular sieve 5A. The reaction mixture is stirred at ambient temperature for 3 hours, then is filtered through filter aid, washing well with chlor...